This data is from the Open Reaction Database (ORD), a public repository of structured organic reaction records. The task is: describe an organic reaction: reactants, conditions, products, and yield Starting materials: CO, COC(=O)C1CC(C(=O)OC)c2c(Cl)cc(Cl)cc2N1, [Na+], [OH-]. Product: COC(=O)C1CC(C(=O)O)Nc2cc(Cl)cc(Cl)c21. Reaction SMILES: [CH3:23][OH:24].[Cl:1][c:2]1[c:3]2[c:8]([cH:9][c:10]([Cl:12])[cH:11]1)[NH:7][CH:6]([C:13](=[O:14])[O:15][CH3:16])[CH2:5][CH:4]2[C:17](=[O:18])[O:19][CH3:20].[Na+:22].[OH-:21]>>[Cl:1][c:2]1[c:3]2[c:8]([cH:9][c:10]([Cl:12])[cH:11]1)[NH:7][CH:6]([C:13](=[O:14])[OH:15])[CH2:5][CH:4]2[C:17](=[O:18])[O:19][CH3:20]. Starting materials: NC=1C=C(C=CC1)[C@@]1(COCC(N1CC1=CC=C(C=C1)OC)=O)C ((R)-5-(3-amino-phenyl)-4-(4-methoxy-benzyl)-5-methyl-morpholin-3-one), C(C)(C)(C)[O-].[K+] (potassium tert-butanolate), COC1=CC=C(CBr)C=C1 (4-methoxybenzylbromide). The solvent is CN(C=O)C (N,N-dimethylformamide), CN(C=O)C (N,N-dimethylformamide). Conditions: temperature 0 celsius, time 30 minute. The product is BrC=1C=C(C=CC1)[C@@]1(COCC(N1CC1=CC=C(C=C1)OC)=O)C ((R)-5-(3-bromo-phenyl)-4-(4-methoxy-benzyl)-5-methyl-morpholin-3-one). As a reaction SMILES: N[C:2]1[CH:3]=[C:4]([C@@:8]2([CH3:24])[N:13]([CH2:14][C:15]3[CH:20]=[CH:19][C:18]([O:21][CH3:22])=[CH:17][CH:16]=3)[C:12](=[O:23])[CH2:11][O:10][CH2:9]2)[CH:5]=[CH:6][CH:7]=1.C([O-])(C)(C)C.[K+].COC1C=CC(C[Br:38])=CC=1>CN(C)C=O>[Br:38][C:2]1[CH:3]=[C:4]([C@@:8]2([CH3:24])[N:13]([CH2:14][C:15]3[CH:20]=[CH:19][C:18]([O:21][CH3:22])=[CH:17][CH:16]=3)[C:12](=[O:23])[CH2:11][O:10][CH2:9]2)[CH:5]=[CH:6][CH:7]=1 |f:1.2|. Procedure: A solution of (R)-5-(3-amino-phenyl)-4-(4-methoxy-benzyl)-5-methyl-morpholin-3-one (1.0 g, 3.7 mmol) in N,N-dimethylformamide was added within 5 minutes at 0° C. to a solution of potassium tert-butanolate (0.636 g, 5.7 mmol). After stirring at 0° C. for 30 minutes the light yellow solution was cooled to −4° C. and treated with a solution of 4-methoxybenzylbromide (1.12 g, 5.6 mmol) in N,N-dimethylformamide (4 ml). The reaction mixture was left to warm to room temperature, then the solvent was ev... Starting materials: OCC(C)NS(=O)(=O)C1=CC=C(C=C1)C=1C=2C3=C(C(NC2C=CC1OC)=O)SC=C3 (N-(1-hydroxypropan-2-yl)-4-(8-methoxy-4-oxo-4,5-dihydrothieno[2,3-c]quinolin-9-yl)benzenesulfonamide), C1(=CC=CC=C1)P(C1=CC=CC=C1)C1=CC=CC=C1 (triphenylphosphine), C1CC(=O)N(C1=O)Cl (NCS). The solvent is O (water), CN(C)C=O.C(Cl)(Cl)(Cl)Cl (DMF CCl4). Reaction conditions: time 15 hour. Yields the product ClCC(C)NS(=O)(=O)C1=CC=C(C=C1)C=1C=2C3=C(C(NC2C=CC1OC)=O)SC=C3 (N-(1-Chloropropan-2-yl)-4-(8-methoxy-4-oxo-4,5-dihydrothieno[2,3-c]quinolin-9-yl)benzenesulfonamide). Isolated yield 72.0%. RXN SMILES: O[CH2:2][CH:3]([NH:5][S:6]([C:9]1[CH:14]=[CH:13][C:12]([C:15]2[C:16]3[C:17]4[CH:30]=[CH:29][S:28][C:18]=4[C:19](=[O:27])[NH:20][C:21]=3[CH:22]=[CH:23][C:24]=2[O:25][CH3:26])=[CH:11][CH:10]=1)(=[O:8])=[O:7])[CH3:4].C1(P(C2C=CC=CC=2)C2C=CC=CC=2)C=CC=CC=1.C1C(=O)N([Cl:57])C(=O)C1>CN(C=O)C.C(Cl)(Cl)(Cl)Cl.O>[Cl:57][CH2:2][CH:3]([NH:5][S:6]([C:9]1[CH:14]=[CH:13][C:12]([C:15]2[C:16]3[C:17]4[CH:30]=[CH:29][S:28][C:18]=4[C:19](=[O:27])[NH:20][C:21]=3[CH:22]=[CH:23][C:24]=2[O:25][CH3:26])=[CH:11][CH:10]=1)(=[O:8])=[O:7])[CH3:4] |f:3.4|. Procedure: To a mixture of N-(1-hydroxypropan-2-yl)-4-(8-methoxy-4-oxo-4,5-dihydrothieno[2,3-c]quinolin-9-yl)benzenesulfonamide (140 mg, 0.30 mmol) and triphenylphosphine (160 mg, 0.62 mmol) in DMF/CCl4 (1 mL/3 mL) was added NCS (41 mg, 0.31 mmol) and the reaction mixture was stirred at room temperature for 15 h. The reaction mixture was diluted with water (ca. 20 mL), and extracted with DCM (1×50 mL). The extract was washed with water (2×20 mL), brine (1×10 mL), dried over sodium sulfate, and evaporated u... The reactants are ClC1=C(C=CC=C1)C(C)=O (2′-Chloroacetophenone), CO (MeOH), B1(N2CCC[C@H]2C(O1)(C3=CC=CC=C3)C4=CC=CC=C4)C ((S)-(−)-2-methyl-CBS-oxazaborolidine), CSC.B (Borane methyl sulfide). Run in C1CCOC1 (THF), C(Cl)Cl (CH2Cl2), O (H2O). Run at time 30 minute. The product is ClC1=C(C=CC=C1)[C@@H](C)O ((R)-1-(2-Chloro-phenyl)-ethanol). As a reaction SMILES: [Cl:1][C:2]1[CH:7]=[CH:6][CH:5]=[CH:4][C:3]=1[C:8](=[O:10])[CH3:9].B1(C)OC(C2C=CC=CC=2)(C2C=CC=CC=2)[C@H]2N1CCC2.CSC.B.CO>C1COCC1.O.C(Cl)Cl>[Cl:1][C:2]1[CH:7]=[CH:6][CH:5]=[CH:4][C:3]=1[C@H:8]([OH:10])[CH3:9] |f:2.3|. Reported procedure: 2′-Chloroacetophenone (8.4 mL, 65 mmol) and (S)-(−)-2-methyl-CBS-oxazaborolidine (0.90 g, 0.32 mmol) were combined in THF (75 mL). Borane methyl sulfide complex (2M in THF; 21.5 mL, 43 mmol) was added over 20 minutes, and the reaction was stirred at room temperature for 30 minutes. MeOH was added, and the mixture was worked-up with CH2Cl2 and H2O. The organic layer was concentrated to give the title compound. The yield is 64.1%. The reagents and catalysts are C=1C=CC(=CC1)/C=C/C(=O)/C=C/C2=CC=CC=C2.C=1C=CC(=CC1)/C=C/C(=O)/C=C/C2=CC=CC=C2.C=1C=CC(=CC1)/C=C/C(=O)/C=C/C2=CC=CC=C2.[Pd].[Pd] (Pd2dba3). Solvent: C1CCOC1 (THF), C1CCOC1 (THF). As a reaction SMILES: C(P(C(C)(C)C)C(C)(C)C)(C)(C)C.Br[C:15]1[CH:16]=[C:17]2[C:21](=[CH:22][CH:23]=1)[NH:20][CH:19]=[C:18]2[CH2:24][CH2:25][N:26]1[CH2:30][CH2:29][CH2:28][CH2:27]1.C[Si]([N-:35][Si](C)(C)C)(C)C.[Li+]>C1COCC1.C1C=CC(/C=C/C(/C=C/C2C=CC=CC=2)=O)=CC=1.C1C=CC(/C=C/C(/C=C/C2C=CC=CC=2)=O)=CC=1.C1C=CC(/C=C/C(/C=C/C2C=CC=CC=2)=O)=CC=1.[Pd].[Pd]>[N:26]1([CH2:25][CH2:24][C:18]2[C:17]3[C:21](=[CH:22][CH:23]=[C:15]([NH2:35])[CH:16]=3)[NH:20][CH:19]=2)[CH2:30][CH2:29][CH2:28][CH2:27]1 |f:2.3,5.6.7.8.9|. Yields the product N1(CCCC1)CCC1=CNC2=CC=C(C=C12)N (3-(2-(pyrrolidin-1-yl)ethyl)-1H-indol-5-amine). Run at time 10 minute. Starting materials: C(C)(C)(C)P(C(C)(C)C)C(C)(C)C (tri-tert-butylphosphine), BrC=1C=C2C(=CNC2=CC1)CCN1CCCC1 (5-bromo-3-(2-(pyrrolidin-1-yl)ethyl)-1H-indole), C[Si](C)(C)[N-][Si](C)(C)C.[Li+] (lithium bis(trimethylsilyl)amide). Procedure details: A solution of Pd2dba3 (0.187 g, 0.205 mmol) in dry THF (10 mL) was treated with tri-tert-butylphosphine (2.483 mL, 0.819 mmol) at room temperature. After stirring for 10 min., 5-bromo-3-(2-(pyrrolidin-1-yl)ethyl)-1H-indole (1.2 g, 4.09 mmol) in dry THF (10 mL) was added followed by lithium bis(trimethylsilyl)amide 1M THF (10.23 mL, 10.23 mmol) at same temperature. The reaction was placed in a pre-heated oil bath and stirred for 3.5 h at 100° C. in a sealed tube. The reaction was brought to room ...